From a dataset of the Open Reaction Database (ORD), a public repository of structured organic reaction records. describe an organic reaction: reactants, conditions, products, and yield Starting materials: [Sn](Cl)Cl (tin dichloride), C(C=C)#N (acrylonitrile), C(CCC)O (n-butanol), Cl (hydrogen chloride), O (water). The product is C(CCC)OC(=O)CC[Sn](Cl)(Cl)Cl (β-n-butoxycarbonylethyl tin trichloride). RXN SMILES: [Sn:1]([Cl:3])[Cl:2].[C:4](#N)[CH:5]=[CH2:6].[CH2:8]([OH:12])[CH2:9][CH2:10][CH3:11].[ClH:13].[OH2:14]>>[CH2:8]([O:12][C:4]([CH2:5][CH2:6][Sn:1]([Cl:13])([Cl:3])[Cl:2])=[O:14])[CH2:9][CH2:10][CH3:11]. Reported procedure: A process according to claim 1, wherein tin dichloride is reacted with acrylonitrile, n-butanol, water and hydrogen chloride to give β-n-butoxycarbonylethyl tin trichloride. The reactants are COC=1C=C2C(=CC=NC2=CC1OC)OC1=C(C=C(C=C1)NC(=O)C=1C(N(N(C1C)C[C@@H](C)OC(CNC(=O)OC(C)(C)C)=O)C1=CC=CC=C1)=O)F ((R)-1-(4-(4-(6,7-dimethoxyquinolin-4-yloxy)-3-fluorophenylcarbamoyl)-5-methyl-3-oxo-2-phenyl-2,3-dihydropyrazol-1-yl)propan-2-yl-2-(tert-butoxycarbonyl amino)acetate), Cl (HCl). Run in CCOC(=O)C (EtOAc), CCOC(=O)C (EtOAc). Run at time 8 hour. Yields the product Cl.NCC(=O)O[C@@H](CN1N(C(C(=C1C)C(NC1=CC(=C(C=C1)OC1=CC=NC2=CC(=C(C=C12)OC)OC)F)=O)=O)C1=CC=CC=C1)C ((R)-1-(4-(4-(6,7-dimethoxyquinolin-4-yloxy)-3-fluorophenylcarbamoyl)-5-methyl-3-oxo-2-phenyl-2,3-dihydropyrazol-1-yl)propan-2-yl 2-aminoacetate hydro-chloride). Isolated yield 83.0%. RXN SMILES: [CH3:1][O:2][C:3]1[CH:4]=[C:5]2[C:10](=[CH:11][C:12]=1[O:13][CH3:14])[N:9]=[CH:8][CH:7]=[C:6]2[O:15][C:16]1[CH:21]=[CH:20][C:19]([NH:22][C:23]([C:25]2[C:26](=[O:52])[N:27]([C:46]3[CH:51]=[CH:50][CH:49]=[CH:48][CH:47]=3)[N:28]([CH2:31][C@H:32]([O:34][C:35](=[O:45])[CH2:36][NH:37]C(OC(C)(C)C)=O)[CH3:33])[C:29]=2[CH3:30])=[O:24])=[CH:18][C:17]=1[F:53].[ClH:54]>CCOC(C)=O>[ClH:54].[NH2:37][CH2:36][C:35]([O:34][C@H:32]([CH3:33])[CH2:31][N:28]1[C:29]([CH3:30])=[C:25]([C:23](=[O:24])[NH:22][C:19]2[CH:20]=[CH:21][C:16]([O:15][C:6]3[C:5]4[C:10](=[CH:11][C:12]([O:13][CH3:14])=[C:3]([O:2][CH3:1])[CH:4]=4)[N:9]=[CH:8][CH:7]=3)=[C:17]([F:53])[CH:18]=2)[C:26](=[O:52])[N:27]1[C:46]1[CH:47]=[CH:48][CH:49]=[CH:50][CH:51]=1)=[O:45] |f:3.4|. Procedure: To a solution of (R)-1-(4-(4-(6,7-dimethoxyquinolin-4-yloxy)-3-fluorophenylcarbamoyl)-5-methyl-3-oxo-2-phenyl-2,3-dihydropyrazol-1-yl)propan-2-yl-2-(tert-butoxycarbonyl amino)acetate (100 mg, 0.137 mmol) in EtOAc (15 mL) was added 3 mL of saturated HCl in EtOAc (3 mL). The reaction mixture was stirred at rt overnight. The solid formed was collected and was crystallized in MeOH/EtOAc (20 mL, v/v=1:5). The product was further washed with EtOAc (5 mL×3) and dried under vacuum overnight to afford th...